From a dataset of the Open Reaction Database (ORD), a public repository of structured organic reaction records. describe an organic reaction: reactants, conditions, products, and yield The reactants are NC=1NC(C(=C(N1)C1=CC=CC=C1)C#N)=S (2-amino-4-phenyl-6-thioxo-1,6-dihydro-pyrimidine-5-carbonitrile), M—MeOCH═CH2, COCCBr (2-methoxyethyl bromide), CC[O-].[Na+] (sodium ethylate). Solvent: C(C)O (ethanol). Product: NC1=NC(=C(C(=N1)SCCOC)C#N)C1=CC=CC=C1 (2-Amino-4-(2-methoxy-ethylsulfanyl)-6-phenyl-pyrimidine-5-carbonitrile). RXN SMILES: [NH2:1][C:2]1[NH:3][C:4](=[S:16])[C:5]([C:14]#[N:15])=[C:6]([C:8]2[CH:13]=[CH:12][CH:11]=[CH:10][CH:9]=2)[N:7]=1.[CH3:17][O:18][CH2:19][CH2:20]Br.CC[O-].[Na+]>C(O)C>[NH2:1][C:2]1[N:3]=[C:4]([S:16][CH2:20][CH2:19][O:18][CH3:17])[C:5]([C:14]#[N:15])=[C:6]([C:8]2[CH:13]=[CH:12][CH:11]=[CH:10][CH:9]=2)[N:7]=1 |f:2.3|. Reported procedure: From 2-amino-4-phenyl-6-thioxo-1,6-dihydro-pyrimidine-5-carbonitrile, 2-methoxyethyl bromide and sodium ethylate in ethanol. EI-MS m/e (%): 286 (M+, 6), 228 ([M—MeOCH═CH2]+, 100). The reactants are OCCC1OCCC2=C1C=CC(=C2)C#N (1-(2-hydroxyethyl)-3,4-dihydro-1H-2-benzopyran-6-carbonitrile), CS(=O)(=O)OCC[C@@H]1OCCC2=C1C=CC(=C2)C(=O)N (2-[(1S)-6-(aminocarbonyl)-3,4-dihydro-1H-2-benzopyran-1-yl]ethyl methanesulfonate). The product is CS(=O)(=O)OCCC1OCCC2=C1C=CC(=C2)C#N (2-(6-Cyano-3,4-dihydro-1H-2-benzopyran-1-yl)ethyl methanesulfonate). Reaction SMILES: OCCC1C2C=CC(C#N)=CC=2CCO1.[CH3:16][S:17]([O:20][CH2:21][CH2:22][C@H:23]1[C:28]2[CH:29]=[CH:30][C:31]([C:33]([NH2:35])=O)=[CH:32][C:27]=2[CH2:26][CH2:25][O:24]1)(=[O:19])=[O:18]>>[CH3:16][S:17]([O:20][CH2:21][CH2:22][CH:23]1[C:28]2[CH:29]=[CH:30][C:31]([C:33]#[N:35])=[CH:32][C:27]=2[CH2:26][CH2:25][O:24]1)(=[O:18])=[O:19]. Procedure details: Prepared from 1-(2-hydroxyethyl)-3,4-dihydro-1H-2-benzopyran-6-carbonitrile, as described for the preparation of 2-[(1S)-6-(aminocarbonyl)-3,4-dihydro-1H-2-benzopyran-1-yl]ethyl methanesulfonate. The reactants are COC1=CC=C(C=C1)CC(=O)O (2-(4-methoxyphenyl)acetic acid), N1(N=CN=C1)C=1SC=CC1N (2-(1H-1,2,4-triazol-1-yl)thiophen-3-amine). Product: N1(N=CN=C1)C=1SC=CC1NC(CC1=CC=C(C=C1)OC)=O (N-(2-(1H-1,2,4-Triazol-1-yl)thiophen-3-yl)-2-(4-methoxyphenyl)acetamide). Reaction SMILES: [CH3:1][O:2][C:3]1[CH:8]=[CH:7][C:6]([CH2:9][C:10]([OH:12])=O)=[CH:5][CH:4]=1.[N:13]1([C:18]2[S:19][CH:20]=[CH:21][C:22]=2[NH2:23])[CH:17]=[N:16][CH:15]=[N:14]1>>[N:13]1([C:18]2[S:19][CH:20]=[CH:21][C:22]=2[NH:23][C:10](=[O:12])[CH2:9][C:6]2[CH:5]=[CH:4][C:3]([O:2][CH3:1])=[CH:8][CH:7]=2)[CH:17]=[N:16][CH:15]=[N:14]1. Procedure: The title compound was prepared from 2-(4-methoxyphenyl)acetic acid (233 mg, 1.41 mmol) and 2-(1H-1,2,4-triazol-1-yl)thiophen-3-amine (234 mg, 1.41 mmol) according to protocol B. Retention time (min)=2.847, method [7], MS(ESI) 315.2 (M+H); 1H NMR (300 MHz, CDCl3) δ 9.27 (s, 1H), 8.31 (s, 1H), 7.99 (d, J=5.3 Hz, 1H), 7.83 (s, 1H), 7.22 (d, J=8.1 Hz, 2H), 7.09 (d, J=5.3 Hz, 1H), 6.94 (d, J=8.1 Hz, 2H), 3.87 (s, 3H), 3.72 (s, 2H). Reactants: 0.68S, CC(C(C)BC(C)C(C)C)C (bis(3-methyl-2-butyl)borane), aqueous solution, C([O-])([O-])=O.[K+].[K+] (potassium carbonate), [OH-].[Na+] (sodium hydroxide), OO (hydrogen peroxide), C1(CC1)C(=C)C1=CC=C(C=C1)Cl (1-cyclopropyl-1-(4-chlorophenyl)ethene). Run in O1CCCC1 (tetrahydrofuran), CO (methanol), O1CCCC1 (tetrahydrofuran). Conditions: temperature 0 celsius, time 2.5 hour. Yields the product C1(CC1)C(CO)C1=CC=C(C=C1)Cl (2-cyclopropyl- 2-(4-chlorophenyl)ethanol). Reaction SMILES: [CH:1]1([C:4]([C:6]2[CH:11]=[CH:10][C:9]([Cl:12])=[CH:8][CH:7]=2)=[CH2:5])[CH2:3][CH2:2]1.CC(C)C(BC(C(C)C)C)C.[OH-].[Na+].OO.C(=O)([O-])[O-:29].[K+].[K+]>O1CCCC1.CO>[CH:1]1([CH:4]([C:6]2[CH:7]=[CH:8][C:9]([Cl:12])=[CH:10][CH:11]=2)[CH2:5][OH:29])[CH2:3][CH2:2]1 |f:2.3,5.6.7|. Reported procedure: Under a nitrogen atmosphere, a stirred solution of 3.5 grams (0.019 mole) of 1-cyclopropyl-1-(4-chlorophenyl)ethene in 10 mL of distilled tetrahydrofuran was cooled to 0° C., and 29.5 mL (0.020 mole) of 0.68S M bis(3-methyl-2-butyl)borane in tetrahydrofuran was added via syringe during a 10 minute period. Upon completion of addition, the reaction mixture was stirred at 0° C. for 1.3 hours, at ambient temperature for 2.5 hours, and at 60° C. for 0.75 hour. The reaction mixture was cooled to 0° C.... Reactants: C(C)OCC (diethyl ether), NCCNC(OC(C)(C)C)=O (tert-butyl 2-aminoethylcarbamate), C([O-])([O-])=O.[Na+].[Na+] (sodium carbonate), BrCCCNC(C1=CC=CC=C1)(C1=CC=CC=C1)C1=CC=CC=C1 ((3-bromopropyl)tritylamine). Solvent: CCCCCC (hexane), C(Cl)(Cl)Cl (chloroform). The product is C(C1=CC=CC=C1)(C1=CC=CC=C1)(C1=CC=CC=C1)NCCCNCCNC(OC(C)(C)C)=O (tert-butyl 2-{[3-(tritylamino)propyl]amino}ethylcarbamate). Isolated yield 48.9%. Reaction SMILES: [NH2:1][CH2:2][CH2:3][NH:4][C:5](=[O:11])[O:6][C:7]([CH3:10])([CH3:9])[CH3:8].C(=O)([O-])[O-].[Na+].[Na+].Br[CH2:19][CH2:20][CH2:21][NH:22][C:23]([C:36]1[CH:41]=[CH:40][CH:39]=[CH:38][CH:37]=1)([C:30]1[CH:35]=[CH:34][CH:33]=[CH:32][CH:31]=1)[C:24]1[CH:29]=[CH:28][CH:27]=[CH:26][CH:25]=1.C(OCC)C>C(Cl)(Cl)Cl.CCCCCC>[C:23]([NH:22][CH2:21][CH2:20][CH2:19][NH:1][CH2:2][CH2:3][NH:4][C:5](=[O:11])[O:6][C:7]([CH3:8])([CH3:10])[CH3:9])([C:30]1[CH:31]=[CH:32][CH:33]=[CH:34][CH:35]=1)([C:36]1[CH:41]=[CH:40][CH:39]=[CH:38][CH:37]=1)[C:24]1[CH:25]=[CH:26][CH:27]=[CH:28][CH:29]=1 |f:1.2.3|. Procedure: To a solution of tert-butyl 2-aminoethylcarbamate (481 mg) in dehydrated chloroform (3 ml) were added sodium carbonate (212 mg) and (3-bromopropyl)tritylamine (694 mg), and the mixture was stirred under reflux for 3.5 hours. To the reaction mixture were added diethyl ether and hexane, and the solution was washed with water. The mixture was extracted with 5% aqueous citric acid solution, and the aqueous layer was washed with diethyl ether. The aqueous solution was then made alkaline with sodium h... Reaction SMILES: [C:1]([CH2:3][CH:4]1[CH2:12][CH:11]2[CH:7]([CH2:8][N:9]([C:13](=[O:29])[CH2:14][C:15]3[CH:20]=[CH:19][CH:18]=[CH:17][C:16]=3[O:21]CC3C=CC=CC=3)[CH2:10]2)[C:6]([C:31]2[CH:36]=[CH:35][CH:34]=[CH:33][C:32]=2[F:37])([OH:30])[CH2:5]1)#[N:2]>C(O)C.[OH-].[OH-].[Pd+2]>[C:1]([CH2:3][CH:4]1[CH2:12][CH:11]2[CH:7]([CH2:8][N:9]([C:13](=[O:29])[CH2:14][C:15]3[CH:20]=[CH:19][CH:18]=[CH:17][C:16]=3[OH:21])[CH2:10]2)[C:6]([C:31]2[CH:36]=[CH:35][CH:34]=[CH:33][C:32]=2[F:37])([OH:30])[CH2:5]1)#[N:2] |f:2.3.4|. The reactants are C(#N)CC1CC(C2CN(CC2C1)C(CC1=C(C=CC=C1)OCC1=CC=CC=C1)=O)(O)C1=C(C=CC=C1)F ((3aRS,4RS,6SR,7aSR)-6-cyanomethyl-4-(2-fluorophenyl)-2-(2-benzyloxyphenylacetyl)perhydroisoindol-4-ol). The yield is 58.1%. Run in C(C)O (ethanol). Product: C(#N)CC1CC(C2CN(CC2C1)C(CC1=C(C=CC=C1)O)=O)(O)C1=C(C=CC=C1)F ((3aRS,4RS,6SR,7aSR)-6-cyanomethyl-4-(2-fluorophenyl)-2-(2-hydroxyphenylacetyl)perhydroisoindol-4-ol). Reagents/catalysts: [OH-].[OH-].[Pd+2] (palladium hydroxide on carbon). Reported procedure: 0.032 g of 10% palladium hydroxide on carbon is added to a solution of 0.168 g of (3aRS,4RS,6SR,7aSR)-6-cyanomethyl-4-(2-fluorophenyl)-2-(2-benzyloxyphenylacetyl)perhydroisoindol-4-ol in 10 cm3 of absolute ethanol, and then the reaction mixture is hydrogenated at reflux with stirring. After reaction for 4 hours, the reaction mixture is filtered and then concentrated to dryness under reduced pressure (2.7 kPa). Trituration in diisopropyl ether gives 0.08 g of (3aRS,4RS,6SR,7aSR)-6-cyanomethyl-4-(... Reactants: CC(=O)OC(C)=O, C[SiH](C)OC(CCCCCCCC(O)c1coc([Si](C)(C)C)c1)C(C)(C)C, c1ccncc1. Product: CC(=O)OC(CCCCCCCC(O[SiH](C)C)C(C)(C)C)c1coc([Si](C)(C)C)c1. As a reaction SMILES: [CH3:28][C:29](=[O:30])[O:31][C:32](=[O:33])[CH3:34].[OH:1][CH:2]([CH2:3][CH2:4][CH2:5][CH2:6][CH2:7][CH2:8][CH2:9][CH:10]([C:11]([CH3:12])([CH3:13])[CH3:14])[O:15][SiH:16]([CH3:17])[CH3:18])[c:19]1[cH:20][c:21]([Si:24]([CH3:25])([CH3:26])[CH3:27])[o:22][cH:23]1.[cH:35]1[cH:36][cH:37][n:38][cH:39][cH:40]1>>[O:1]([CH:2]([CH2:3][CH2:4][CH2:5][CH2:6][CH2:7][CH2:8][CH2:9][CH:10]([C:11]([CH3:12])([CH3:13])[CH3:14])[O:15][SiH:16]([CH3:17])[CH3:18])[c:19]1[cH:20][c:21]([Si:24]([CH3:25])([CH3:26])[CH3:27])[o:22][cH:23]1)[C:29]([CH3:28])=[O:30].